describe an organic reaction: reactants, conditions, products, and yield From a dataset of the Open Reaction Database (ORD), a public repository of structured organic reaction records. Reactants: BrC=1C=C(C=NC1Cl)C(=O)O (5-bromo-6-chloro-3-pyridinecarboxylic acid), Cl.NCC(C)(O)C1CCC1 (1-amino-2-cyclobutyl-propan-2-ol hydrochloride), OCC1CC1 (hydroxymethyl-cyclopropan), FC1=CC=C(C=C1)B(O)O (4-fluorophenylboronic acid). Product: C1(CCC1)C(CNC(C1=CN=C(C(=C1)C1=CC=C(C=C1)F)OCC1CC1)=O)(C)O ((RS)-N-(2-cyclobutyl-2-hydroxy-propyl)-6-cyclopropylmethoxy-5-(4-fluoro-phenyl)-nicotinamide). RXN SMILES: Br[C:2]1[CH:3]=[C:4]([C:9]([OH:11])=O)[CH:5]=[N:6][C:7]=1Cl.[OH:12][CH2:13][CH:14]1[CH2:16][CH2:15]1.[F:17][C:18]1[CH:23]=[CH:22][C:21](B(O)O)=[CH:20][CH:19]=1.Cl.[NH2:28][CH2:29][C:30]([CH:33]1[CH2:36][CH2:35][CH2:34]1)([OH:32])[CH3:31]>>[CH:33]1([C:30]([OH:32])([CH3:31])[CH2:29][NH:28][C:9](=[O:11])[C:4]2[CH:3]=[C:2]([C:21]3[CH:22]=[CH:23][C:18]([F:17])=[CH:19][CH:20]=3)[C:7]([O:12][CH2:13][CH:14]3[CH2:16][CH2:15]3)=[N:6][CH:5]=2)[CH2:36][CH2:35][CH2:34]1 |f:3.4|. Procedure details: The title compound was synthesized in analogy to Example 75, using 5-bromo-6-chloro-3-pyridinecarboxylic acid, hydroxymethyl-cyclopropan, 4-fluorophenylboronic acid and 1-amino-2-cyclobutyl-propan-2-ol hydrochloride as starting materials to yield (RS)-N-(2-cyclobutyl-2-hydroxy-propyl)-6-cyclopropylmethoxy-5-(4-fluoro-phenyl)-nicotinamide. MS (ISP) 399.0 (M+H)+. The reactants are FC1=CC=C(C=C1)C1=CC2=C(N(C3=CC=C(C=C23)C=2N=C(SC2)CO)C)N(C1=O)C (3-(4-fluorophenyl)-6-(2-hydroxymethylthiazol-4-yl)-1,9-dimethyl-1,9-dihydropyrido[2,3-b]indol-2-one), FC1=CC=C(C=C1)C1=CC2=C(N(C3=CC=C(C=C23)C=2N=C(SC2)CO)C)N(C1=O)C (3-(4-Fluorophenyl)-6-(2-hydroxymethylthiazol-4-yl)-1,9-dimethyl-1,9-dihydropyrido[2,3-b]indol-2-one), ICC (iodoethane). The product is C(C)OCC=1SC=C(N1)C=1C=C2C3=C(N(C2=CC1)C)N(C(C(=C3)C3=CC=C(C=C3)F)=O)C (6-(2-Ethoxymethylthiazol-4-yl)-3-(4-fluorophenyl)-1,9-dimethyl-1,9-dihydropyrido[2,3-b]indol-2-one). RXN SMILES: [F:1][C:2]1[CH:7]=[CH:6][C:5]([C:8]2[C:28](=[O:29])[N:27]([CH3:30])[C:11]3[N:12]([CH3:26])[C:13]4[C:18]([C:10]=3[CH:9]=2)=[CH:17][C:16]([C:19]2[N:20]=[C:21]([CH2:24][OH:25])[S:22][CH:23]=2)=[CH:15][CH:14]=4)=[CH:4][CH:3]=1.I[CH2:32][CH3:33]>>[CH2:32]([O:25][CH2:24][C:21]1[S:22][CH:23]=[C:19]([C:16]2[CH:17]=[C:18]3[C:13](=[CH:14][CH:15]=2)[N:12]([CH3:26])[C:11]2[N:27]([CH3:30])[C:28](=[O:29])[C:8]([C:5]4[CH:6]=[CH:7][C:2]([F:1])=[CH:3][CH:4]=4)=[CH:9][C:10]3=2)[N:20]=1)[CH3:33]. Reported procedure: The process is carried out as in Example 10 above, using 3-(4-fluorophenyl)-6-(2-hydroxymethylthiazol-4-yl)-1,9-dimethyl-1,9-dihydropyrido[2,3-b]indol-2-one, compound from Example 63 and iodoethane. Reactants: magnetite, C(CCCCCCC\C=C/CCCCCCCC)(=O)[O-].[Na+] (sodium oleate). The solvent is O (water). Conditions: temperature 80 celsius, time 20 minute. The product is magnetite, C(CCCCCCC\C=C/CCCCCCCC)(=O)O (oleic acid). As a reaction SMILES: [C:1]([O-:20])(=[O:19])[CH2:2][CH2:3][CH2:4][CH2:5][CH2:6][CH2:7][CH2:8]/[CH:9]=[CH:10]\[CH2:11][CH2:12][CH2:13][CH2:14][CH2:15][CH2:16][CH2:17][CH3:18].[Na+]>O>[C:1]([OH:20])(=[O:19])[CH2:2][CH2:3][CH2:4][CH2:5][CH2:6][CH2:7][CH2:8]/[CH:9]=[CH:10]\[CH2:11][CH2:12][CH2:13][CH2:14][CH2:15][CH2:16][CH2:17][CH3:18] |f:0.1|. Procedure details: In a 1 L flask, 83.4 g of ferrous sulfate (heptahydrate) and 10.4 g of sodium nitrite were thoroughly mixed with 500 ml of distilled water, followed by 20 minutes of stirring at 40° C. Thereafter, 125 ml of concentrated ammonia was added thereto and insoluble matter was collected and washed twice with distilled water to obtain magnetite. The resulting magnetite was added to 500 ml of distilled water in a 1 L flask and the temperature of the solution was raised to 80° C. Then, 7.5 g of sodium ole...